From a dataset of the Open Reaction Database (ORD), a public repository of structured organic reaction records. describe an organic reaction: reactants, conditions, products, and yield The reactants are C(C1=CC=CC=C1)OC(=O)N(CCCCC(=O)O)C (5-[[(benzyloxy)carbonyl](methyl)amino]valeric acid), S(=O)(Cl)Cl (thionyl chloride). Solvent: ClCCl (dichloromethane). Product: ClC(CCCCN(C(OCC1=CC=CC=C1)=O)C)=O (Benzyl (5-chloro-5-oxopentyl)methylcarbamate). Reaction SMILES: [CH2:1]([O:8][C:9]([N:11]([CH3:19])[CH2:12][CH2:13][CH2:14][CH2:15][C:16](O)=[O:17])=[O:10])[C:2]1[CH:7]=[CH:6][CH:5]=[CH:4][CH:3]=1.S(Cl)([Cl:22])=O>ClCCl>[Cl:22][C:16](=[O:17])[CH2:15][CH2:14][CH2:13][CH2:12][N:11]([CH3:19])[C:9](=[O:10])[O:8][CH2:1][C:2]1[CH:7]=[CH:6][CH:5]=[CH:4][CH:3]=1. Procedure: 1.97 g (7.43 mmol) of 5-[[(benzyloxy)carbonyl](methyl)amino]valeric acid are dissolved in 30 ml of dichloromethane, and 4.9 ml (67.3 mmol) of thionyl chloride are added. The mixture is heated under reflux for 1 h. It is then concentrated in vacuo, and the residue is again mixed with dichloromethane and concentrated once again. A viscous oil remains and is dried under high vacuum. 2 g (95% of theory) of the target compound are obtained and are reacted further without further purification and char...